From a dataset of the Open Reaction Database (ORD), a public repository of structured organic reaction records. describe an organic reaction: reactants, conditions, products, and yield Reactants: ClC=1C=C(C(=CC1OC1=C(C=C(C=C1)C(F)(F)F)Cl)N)N (4-chloro-5-[2-chloro-4-(trifluoromethyl)phenoxy]benzene-1,2-diamine), FC(C(C(=O)O)(F)F)(F)F (pentafluoropropanoic acid). Product: ClC1=CC2=C(NC(=N2)C(C(F)(F)F)(F)F)C=C1OC1=C(C=C(C=C1)C(F)(F)F)Cl (5-chloro-6-[2-chloro-4-(trifluoromethyl)phenoxy]-2-(pentafluoroethyl)-1H-1,3-benzodiazole). Isolated yield 55.0%. RXN SMILES: [Cl:1][C:2]1[CH:3]=[C:4]([NH2:21])[C:5]([NH2:20])=[CH:6][C:7]=1[O:8][C:9]1[CH:14]=[CH:13][C:12]([C:15]([F:18])([F:17])[F:16])=[CH:11][C:10]=1[Cl:19].[F:22][C:23]([F:31])([F:30])[C:24]([F:29])([F:28])[C:25](O)=O>>[Cl:1][C:2]1[C:7]([O:8][C:9]2[CH:14]=[CH:13][C:12]([C:15]([F:18])([F:16])[F:17])=[CH:11][C:10]=2[Cl:19])=[CH:6][C:5]2[NH:20][C:25]([C:24]([F:29])([F:28])[C:23]([F:31])([F:30])[F:22])=[N:21][C:4]=2[CH:3]=1. Reported procedure: A solution of 4-chloro-5-[2-chloro-4-(trifluoromethyl)phenoxy]benzene-1,2-diamine (50 mg, 0.15 mmol) in pentafluoropropanoic acid (3 ml) was stirred overnight at 80° C. The reaction was then quenched by the addition of water (100 ml), pH value adjusted to 8 with potassium carbonate and extracted with ethyl acetate (3×50 ml). The combined organic layers were dried over anhydrous sodium sulfate and concentrated under vacuum to give a residue, which was purified by Prep-HPLC to produce 5-chloro-6-[... Reactants: ClCC=1C(=NC=CC1)C (3-chloromethyl-2-methylpyridine), [C-]#N.[Na+] (sodium cyanide), O (water), C(C)(=O)OCC (ethyl acetate). Solvent: CS(=O)C (dimethyl sulfoxide). Conditions: temperature 80 celsius, time 30 minute. Yields the product C(#N)CC=1C(=NC=CC1)C (3-cyanomethyl-2-methylpyridine). The yield is 88.5%. As a reaction SMILES: Cl[CH2:2][C:3]1[C:4]([CH3:9])=[N:5][CH:6]=[CH:7][CH:8]=1.[C-:10]#[N:11].[Na+].O.C(OCC)(=O)C>CS(C)=O>[C:10]([CH2:2][C:3]1[C:4]([CH3:9])=[N:5][CH:6]=[CH:7][CH:8]=1)#[N:11] |f:1.2|. Reported procedure: The mixture of 3-chloromethyl-2-methylpyridine (9.2 g) and sodium cyanide (9.55 g) in dimethyl sulfoxide (80 ml) was stirred for 30 minutes at 80° C. The reaction mixture was poured into a mixture of water (200 ml) and ethyl acetate (1 l). Organic layer was separated, washed with brine and dried over magnesium sulfate. Concentration of the solvent gave a residue, which was chromatographed on silica gel (300 ml) eluting with a mixture of hexane and ethyl acetate (1:4, V/V) to give 3-cyanomethyl-2... Starting materials: COC(=O)c1c(I)cccc1CBr, CCOC(C)=O, Cc1ccccc1, CCCCCC, NCc1ccc(Cl)cc1, [K+], [K+], O=C([O-])[O-]. The product is O=C1c2c(I)cccc2CN1Cc1ccc(Cl)cc1. As a reaction SMILES: [CH3:1][O:2][C:3]([c:4]1[c:5]([CH2:11][Br:12])[cH:6][cH:7][cH:8][c:9]1[I:10])=[O:13].[CH3:29][CH2:30][O:31][C:32](=[O:33])[CH3:34].[CH3:35][c:36]1[cH:37][cH:38][cH:39][cH:40][cH:41]1.[CH3:42][CH2:43][CH2:44][CH2:45][CH2:46][CH3:47].[Cl:14][c:15]1[cH:16][cH:17][c:18]([CH2:19][NH2:20])[cH:21][cH:22]1.[K+:23].[K+:24].[O-:25][C:26]([O-:27])=[O:28]>>[C:3]1(=[O:13])[c:4]2[c:5]([cH:6][cH:7][cH:8][c:9]2[I:10])[CH2:11][N:20]1[CH2:19][c:18]1[cH:17][cH:16][c:15]([Cl:14])[cH:22][cH:21]1. Reactants: O=C([O-])O, COCCOC, COC(=O)c1ccc(OC)cc1S(=O)(=O)C(F)(F)F, OB(O)c1ccc(F)cc1, [Na+], [Pd], c1ccc(P(c2ccccc2)c2ccccc2)cc1, c1ccc(P(c2ccccc2)c2ccccc2)cc1, c1ccc(P(c2ccccc2)c2ccccc2)cc1, c1ccc(P(c2ccccc2)c2ccccc2)cc1. The product is COC(=O)c1ccc(OC)cc1-c1ccc(F)cc1. RXN SMILES: [C:1](=[O:2])([O-:3])[OH:4].[CH3:35][O:36][CH2:37][CH2:38][O:39][CH3:40].[CH3:6][O:7][c:8]1[cH:9][c:10]([S:18]([C:19]([F:20])([F:21])[F:22])(=[O:23])=[O:24])[c:11]([C:12](=[O:13])[O:14][CH3:15])[cH:16][cH:17]1.[F:25][c:26]1[cH:27][cH:28][c:29]([B:32]([OH:33])[OH:34])[cH:30][cH:31]1.[Na+:5].[Pd:41].[c:42]1([P:43]([c:44]2[cH:45][cH:46][cH:47][cH:48][cH:49]2)[c:50]2[cH:51][cH:52][cH:53][cH:54][cH:55]2)[cH:56][cH:57][cH:58][cH:59][cH:60]1.[c:61]1([P:62]([c:63]2[cH:64][cH:65][cH:66][cH:67][cH:68]2)[c:69]2[cH:70][cH:71][cH:72][cH:73][cH:74]2)[cH:75][cH:76][cH:77][cH:78][cH:79]1.[c:80]1([P:81]([c:82]2[cH:83][cH:84][cH:85][cH:86][cH:87]2)[c:88]2[cH:89][cH:90][cH:91][cH:92][cH:93]2)[cH:94][cH:95][cH:96][cH:97][cH:98]1.[c:99]1([P:100]([c:101]2[cH:102][cH:103][cH:104][cH:105][cH:106]2)[c:107]2[cH:108][cH:109][cH:110][cH:111][cH:112]2)[cH:113][cH:114][cH:115][cH:116][cH:117]1>>[CH3:6][O:7][c:8]1[cH:9][c:10](-[c:29]2[cH:28][cH:27][c:26]([F:25])[cH:31][cH:30]2)[c:11]([C:12](=[O:13])[O:14][CH3:15])[cH:16][cH:17]1. As a reaction SMILES: [Cl:1][C:2]1[C:7]([Cl:8])=[CH:6][CH:5]=[CH:4][C:3]=1[CH:9]1[C:14]([C:15]([O:17][CH3:18])=[O:16])=[C:13]([CH3:19])[NH:12][C:11]([CH2:20][O:21][CH2:22][CH2:23][CH2:24][C:25](OC)=[O:26])=[C:10]1[C:29]([O:31][CH2:32][CH3:33])=[O:30].[H-].[Al+3].[Li+].[H-].[H-].[H-]>O1CCCC1>[Cl:1][C:2]1[C:7]([Cl:8])=[CH:6][CH:5]=[CH:4][C:3]=1[CH:9]1[C:14]([C:15]([O:17][CH3:18])=[O:16])=[C:13]([CH3:19])[NH:12][C:11]([CH2:20][O:21][CH2:22][CH2:23][CH2:24][CH2:25][OH:26])=[C:10]1[C:29]([O:31][CH2:32][CH3:33])=[O:30] |f:1.2.3.4.5.6|. The yield is 59.3%. Reaction conditions: time 70 minute. Solvent: O1CCCC1 (tetrahydrofuran), O1CCCC1 (tetrahydrofuran). Procedure: A solution of methyl 4-{[4-(2,3-dichlorophenyl)-3-ethoxycarbonyl-5-methoxycarbonyl-6-methyl-1,4-dihydropyrid-2-yl]methoxy}butanoate (0.50 g) in tetrahydrofuran (10 ml) was added dropwise over 10 minutes to a stirred, ice-cooled suspension of lithium aluminium hydride (76 mg) in tetrahydrofuran (25 ml). The mixture was stirred at 0° for 70 minutes, quenched by pouring into excess iced-water and partitioned between ethyl acetate and water. The layers were separated and the organic layer was washed... Yields the product ClC1=C(C=CC=C1Cl)C1C(=C(NC(=C1C(=O)OC)C)COCCCCO)C(=O)OCC (4-{[4-(2,3-Dichlorophenyl)-3-ethoxycarbonyl-5-methoxycarbonyl-6-methyl-1,4-dihydropyrid-2-yl]methoxy}-1-hydroxybutane). Reactants: ClC1=C(C=CC=C1Cl)C1C(=C(NC(=C1C(=O)OC)C)COCCCC(=O)OC)C(=O)OCC (methyl 4-{[4-(2,3-dichlorophenyl)-3-ethoxycarbonyl-5-methoxycarbonyl-6-methyl-1,4-dihydropyrid-2-yl]methoxy}butanoate), [H-].[Al+3].[Li+].[H-].[H-].[H-] (lithium aluminium hydride). Starting materials: O=C([O-])[O-], O=C1C=CCC1, CO, [Na+], [Na+], O=C1NC(=O)c2ccccc21. The product is O=C1CCC(N2C(=O)c3ccccc3C2=O)C1. As a reaction SMILES: [C:18](=[O:19])([O-:20])[O-:21].[C:1]1(=[O:6])[CH:2]=[CH:3][CH2:4][CH2:5]1.[CH3:24][OH:25].[Na+:22].[Na+:23].[O:7]=[C:8]1[NH:9][C:10](=[O:11])[c:12]2[cH:13][cH:14][cH:15][cH:16][c:17]21>>[C:1]1(=[O:6])[CH2:2][CH:3]([N:9]2[C:8](=[O:7])[c:17]3[c:12]([cH:13][cH:14][cH:15][cH:16]3)[C:10]2=[O:11])[CH2:4][CH2:5]1.